This data is from the Open Reaction Database (ORD), a public repository of structured organic reaction records. The task is: describe an organic reaction: reactants, conditions, products, and yield Reactants: O=C([O-])[O-], Cc1cc([N+](=O)[O-])cnc1Cl, Oc1ccc(Cl)c(C(F)(F)F)c1, [K+], [K+], CN(C)C=O, O. The product is Cc1cc([N+](=O)[O-])cnc1Oc1ccc(Cl)c(C(F)(F)F)c1. Reaction SMILES: [C:29](=[O:30])([O-:31])[O-:32].[Cl:18][c:19]1[n:20][cH:21][c:22]([N+:26](=[O:27])[O-:28])[cH:23][c:24]1[CH3:25].[Cl:6][c:7]1[c:8]([C:14]([F:15])([F:16])[F:17])[cH:9][c:10]([OH:13])[cH:11][cH:12]1.[K+:33].[K+:34].[O:1]=[CH:2][N:3]([CH3:4])[CH3:5].[OH2:35]>>[Cl:6][c:7]1[c:8]([C:14]([F:15])([F:16])[F:17])[cH:9][c:10]([O:13][c:19]2[n:20][cH:21][c:22]([N+:26](=[O:27])[O-:28])[cH:23][c:24]2[CH3:25])[cH:11][cH:12]1.